From a dataset of the Open Reaction Database (ORD), a public repository of structured organic reaction records. describe an organic reaction: reactants, conditions, products, and yield Reactants: CCOC(=O)c1c(SCC)nc2c(Cl)cccc2c1O, C1CCOC1, CO, Cl, [Na+], [OH-]. The product is CCSc1nc2c(Cl)cccc2c(O)c1C(=O)O. RXN SMILES: [CH2:1]([CH3:2])[O:3][C:4](=[O:5])[c:6]1[c:7]([S:18][CH2:19][CH3:20])[n:8][c:9]2[c:10]([Cl:17])[cH:11][cH:12][cH:13][c:14]2[c:15]1[OH:16].[CH2:24]1[O:25][CH2:26][CH2:27][CH2:28]1.[CH3:29][OH:30].[ClH:23].[Na+:22].[OH-:21]>>[O:3]=[C:4]([OH:5])[c:6]1[c:7]([S:18][CH2:19][CH3:20])[n:8][c:9]2[c:10]([Cl:17])[cH:11][cH:12][cH:13][c:14]2[c:15]1[OH:16]. Starting materials: CCC(=O)O, Cl, O=[N+]([O-])c1ccc(S(=O)(=O)Cl)cc1, Nc1ccc2[nH]c(=O)c3[nH]ccc3c2c1. Yields the product CCC(=O)O, O=c1[nH]c2ccc(NS(=O)(=O)c3ccc([N+](=O)[O-])cc3)cc2c2cc[nH]c12. As a reaction SMILES: [CH2:2]([CH3:3])[C:4](=[O:5])[OH:6].[ClH:1].[N+:22](=[O:23])([O-:24])[c:25]1[cH:26][cH:27][c:28]([S:31](=[O:32])(=[O:33])[Cl:34])[cH:29][cH:30]1.[NH2:7][c:8]1[cH:9][c:10]2[c:11]3[c:12]([c:13](=[O:18])[nH:14][c:15]2[cH:16][cH:17]1)[nH:19][cH:20][cH:21]3>>[CH2:2]([CH3:3])[C:4](=[O:5])[OH:6].[NH:7]([c:8]1[cH:9][c:10]2[c:11]3[c:12]([c:13](=[O:18])[nH:14][c:15]2[cH:16][cH:17]1)[nH:19][cH:20][cH:21]3)[S:31]([c:28]1[cH:27][cH:26][c:25]([N+:22](=[O:23])[O-:24])[cH:30][cH:29]1)(=[O:32])=[O:33].